This data is from the Open Reaction Database (ORD), a public repository of structured organic reaction records. The task is: describe an organic reaction: reactants, conditions, products, and yield The reactants are COC1=C(C=C2C(=NC(=NC2=C1)C1=CC=CC=C1)OC1CN2C(N(CCCCC=CC3CC3(NC(C2C1)=O)C(=O)O)C)=O)C (17-(7-Methoxy-6-methyl-2-phenyl-quinazolin-4-yloxy)-13-methyl-2,14-dioxo-3,13,15-triaza-tricyclo[13.3.0.0*4,6*]octadec-7-ene-4-carboxylic acid), C1(CC1)S(=O)(=O)N (cyclopropanesulfonic acid amide). Yields the product COC1=C(C=C2C(=NC(=NC2=C1)C1=CC=CC=C1)OC1CN2C(N(CCCCC=CC3CC3(NC(C2C1)=O)C(=O)NS(=O)(=O)C1CC1)C)=O)C (Cyclopropanesulfonic acid [17-(7-methoxy-6-methyl-2-phenyl-quinazolin-4-yloxy)-13-methyl-2,14-dioxo-3,13,15-triaza-tricyclo[13.3.0.0*4,6*]octadec-7-ene-4-carbonyl]-amide). The yield is 19.0%. As a reaction SMILES: [CH3:1][O:2][C:3]1[CH:12]=[C:11]2[C:6]([C:7]([O:19][CH:20]3[CH2:37][CH:36]4[N:22]([C:23](=[O:43])[N:24]([CH3:42])[CH2:25][CH2:26][CH2:27][CH2:28][CH:29]=[CH:30][CH:31]5[C:33]([C:39](O)=[O:40])([NH:34][C:35]4=[O:38])[CH2:32]5)[CH2:21]3)=[N:8][C:9]([C:13]3[CH:18]=[CH:17][CH:16]=[CH:15][CH:14]=3)=[N:10]2)=[CH:5][C:4]=1[CH3:44].[CH:45]1([S:48]([NH2:51])(=[O:50])=[O:49])[CH2:47][CH2:46]1>>[CH3:1][O:2][C:3]1[CH:12]=[C:11]2[C:6]([C:7]([O:19][CH:20]3[CH2:37][CH:36]4[N:22]([C:23](=[O:43])[N:24]([CH3:42])[CH2:25][CH2:26][CH2:27][CH2:28][CH:29]=[CH:30][CH:31]5[C:33]([C:39]([NH:51][S:48]([CH:45]6[CH2:47][CH2:46]6)(=[O:50])=[O:49])=[O:40])([NH:34][C:35]4=[O:38])[CH2:32]5)[CH2:21]3)=[N:8][C:9]([C:13]3[CH:18]=[CH:17][CH:16]=[CH:15][CH:14]=3)=[N:10]2)=[CH:5][C:4]=1[CH3:44]. Reported procedure: Reaction of the acid 120 (36 mg, 0.06 mmol) with cyclopropanesulfonic acid amide according to the procedure described in Example 53, gave the title compound (8 mg, 19%). MS (M−H)+ 703. The reactants are [K+].[Br-] (KBr), solid, BrC=1C=C(C(=O)NCCCCCCCCC2=CC=CC=C2)C=CC1O (3-bromo-4-hydroxy-N-(8-phenyloctyl)benzamide), ClS(=O)(=O)C1=CC(=C(C(=O)O)C=C1)O (4-chlorosulfonyl-2-hydroxy-benzoic acid). Yields the product BrC1=C(OS(=O)(=O)C2=CC(=C(C(=O)O)C=C2)O)C=CC(=C1)C(NCCCCCCCCC1=CC=CC=C1)=O (4-[2-Bromo-4-(8-phenyl-octylcarbamoyl)-phenoxysulfonyl]-2-hydroxy-benzoic acid). As a reaction SMILES: [Br:1][C:2]1[CH:3]=[C:4]([CH:22]=[CH:23][C:24]=1[OH:25])[C:5]([NH:7][CH2:8][CH2:9][CH2:10][CH2:11][CH2:12][CH2:13][CH2:14][CH2:15][C:16]1[CH:21]=[CH:20][CH:19]=[CH:18][CH:17]=1)=[O:6].Cl[S:27]([C:30]1[CH:38]=[CH:37][C:33]([C:34]([OH:36])=[O:35])=[C:32]([OH:39])[CH:31]=1)(=[O:29])=[O:28].[K+].[Br-]>>[Br:1][C:2]1[CH:3]=[C:4]([C:5](=[O:6])[NH:7][CH2:8][CH2:9][CH2:10][CH2:11][CH2:12][CH2:13][CH2:14][CH2:15][C:16]2[CH:17]=[CH:18][CH:19]=[CH:20][CH:21]=2)[CH:22]=[CH:23][C:24]=1[O:25][S:27]([C:30]1[CH:38]=[CH:37][C:33]([C:34]([OH:36])=[O:35])=[C:32]([OH:39])[CH:31]=1)(=[O:29])=[O:28] |f:2.3|. Procedure: The title compound was prepared as a white solid (0.388 g, 40%) from 3-bromo-4-hydroxy-N-(8-phenyloctyl)benzamide and 4-chlorosulfonyl-2-hydroxy-benzoic acid using a procedure similar to step 3 of Example 179. 1H NMR (DMSO-d6) δ8.57 (bt, 1H); 8.50 (d, 1H); 7.99 (dd, 1H); 7.86 (dd, 1H); 7.38-7.32 (m, 3H); 7.26-7.10 (m, 5H); 3.50 (bs, 2H); 3.20 (dd, 2H); 2.53 (t, 2H); 1.50 (m, 4H); 1.28 (m, 8H); IR (KBr) 3480, 3350, 2950, 2850, 1900, 1690, 1630, 1600, 1580, 1540, 1480, 1450, 1360, 1285, 1250, 1205... Reactants: ON=C(C1=CN=CC=C1)N (N′-hydroxynicotinimidamide), FC1=CC=C(C(=O)O)C=C1 (4-fluorobenzoic acid), N (NH3). Yields the product FC1=CC=C(C=C1)C1=NC(=NO1)C=1C=NC=CC1 (5-(4-fluorophenyl)-3-(pyridin-3-yl)-1,2,4-oxadiazole). Reaction SMILES: [OH:1][N:2]=[C:3]([NH2:10])[C:4]1[CH:9]=[CH:8][CH:7]=[N:6][CH:5]=1.[F:11][C:12]1[CH:20]=[CH:19][C:15]([C:16](O)=O)=[CH:14][CH:13]=1.N>>[F:11][C:12]1[CH:20]=[CH:19][C:15]([C:16]2[O:1][N:2]=[C:3]([C:4]3[CH:5]=[N:6][CH:7]=[CH:8][CH:9]=3)[N:10]=2)=[CH:14][CH:13]=1. Procedure: The title compound was prepared according to the procedure of Example 8 using N′-hydroxynicotinimidamide (Aldrich) and 4-fluorobenzoic acid (Aldrich). 1H NMR (300 MHz, CD3OD) δ 7.39 (t, J=8.9 Hz, 2 H), 7.64 (ddd, J=7.9, 4.8, 0.8 Hz, 1 H), 8.27-8.35 (m, 2 H), 8.55 (ddd, J=8.1, 2.0, 1.8 Hz, 1 H), 8.74 (dd, J=5.0, 1.8 Hz, 1 H), 9.29 (dd, J=2.2, 1.0 Hz, 1 H) ppm; MS (DCI/NH3) m/z 242 (M+H)+. Starting materials: CC(C)(C)c1cc(C(=O)O)cc(C(C)(C)C)c1O, NC1CCCCC1. Yields the product CC(C)(C)c1cc(C(=O)NC2CCCCC2)cc(C(C)(C)C)c1O. Reaction SMILES: [C:8]([CH3:9])([CH3:10])([CH3:11])[c:12]1[cH:13][c:14]([C:15](=[O:16])[OH:17])[cH:18][c:19]([C:22]([CH3:23])([CH3:24])[CH3:25])[c:20]1[OH:21].[NH2:1][CH:2]1[CH2:3][CH2:4][CH2:5][CH2:6][CH2:7]1>>[NH:1]([CH:2]1[CH2:3][CH2:4][CH2:5][CH2:6][CH2:7]1)[C:15]([c:14]1[cH:13][c:12]([C:8]([CH3:9])([CH3:10])[CH3:11])[c:20]([OH:21])[c:19]([C:22]([CH3:23])([CH3:24])[CH3:25])[cH:18]1)=[O:16]. The reactants are O[C@H]1C[C@H]2CC([C@H]3[C@@H]4CC[C@H]([C@@H](CCC(=O)O)C)[C@]4([C@H](C[C@@H]3[C@]2(CC1)C)O)C)=O (3α, 12α-dihydroxy-7-keto-5β-cholanoic acid), O[C@H]1C[C@H]2C[C@H]([C@H]3[C@@H]4CC[C@H]([C@@H](CCC(=O)O)C)[C@]4(CC[C@@H]3[C@]2(CC1)C)C)O (3α, 7α-dihydroxy-5β-cholanoic acid). Product: O[C@H]1C[C@H]2C[C@@H]([C@H]3[C@@H]4CC[C@H]([C@@H](CCC(=O)O)C)[C@]4([C@H](C[C@@H]3[C@]2(CC1)C)O)C)O (3α, 7β, 12α-trihydroxy-5β-cholanoic acid). As a reaction SMILES: [OH:1][C@@H:2]1[CH2:25][CH2:24][C@@:23]2([CH3:26])[C@H:4]([CH2:5][C:6](=[O:29])[C@@H:7]3[C@@H:22]2[CH2:21][C@H:20]([OH:27])[C@@:19]2([CH3:28])[C@H:8]3[CH2:9][CH2:10][C@@H:11]2[C@H:12]([CH3:18])[CH2:13][CH2:14][C:15]([OH:17])=[O:16])[CH2:3]1.O[C@@H]1CC[C@@]2(C)[C@H](C[C@@H](O)[C@@H]3[C@@H]2CC[C@@]2(C)[C@H]3CC[C@@H]2[C@H](C)CCC(O)=O)C1>>[OH:1][C@@H:2]1[CH2:25][CH2:24][C@@:23]2([CH3:26])[C@H:4]([CH2:5][C@H:6]([OH:29])[C@@H:7]3[C@@H:22]2[CH2:21][C@H:20]([OH:27])[C@@:19]2([CH3:28])[C@H:8]3[CH2:9][CH2:10][C@@H:11]2[C@H:12]([CH3:18])[CH2:13][CH2:14][C:15]([OH:17])=[O:16])[CH2:3]1. Reported procedure: The procedure of Example 1 is followed except that an equivalent amount of 3α, 12α-dihydroxy-7-keto-5β-cholanoic acid is substituted for the 3α, 7α-dihydroxy-5β-cholanoic acid to yield 3α, 7β, 12α-trihydroxy-5β-cholanoic acid.